This data is from the Open Reaction Database (ORD), a public repository of structured organic reaction records. The task is: describe an organic reaction: reactants, conditions, products, and yield Starting materials: C(C)[S-].[Na+] (sodium ethanethiolate), ClC1=C(C=CC(=C1)I)NC([C@@](C(F)(F)F)(C)O)=O ((R)-N-(2-chloro-4-iodophenyl)-2-hydroxy-2-methyl-3,3,3-trifluoropropanamide). Reaction SMILES: [CH2:1]([S-:3])[CH3:2].[Na+].[Cl:5][C:6]1[CH:11]=[C:10](I)[CH:9]=[CH:8][C:7]=1[NH:13][C:14](=[O:22])[C@:15]([OH:21])([CH3:20])[C:16]([F:19])([F:18])[F:17]>N1C2C(=CC=CC=2)C=CC=1.N1C=CC=CC=1.C(OCC)(=O)C.[Cu]Cl>[Cl:5][C:6]1[CH:11]=[C:10]([S:3][CH2:1][CH3:2])[CH:9]=[CH:8][C:7]=1[NH:13][C:14](=[O:22])[C@:15]([OH:21])([CH3:20])[C:16]([F:19])([F:18])[F:17] |f:0.1|. Yield: 84.0%. Procedure: Copper (I) chloride (0.5 g) and sodium ethanethiolate (0.54 g) were added sequentially to a deoxygenated solution of (R)-N-(2-chloro-4-iodophenyl)-2-hydroxy-2-methyl-3,3,3-trifluoropropanamide (Example 197) (2.0 g) in quinoline (6 ml) and pyridine (1.5 ml). The mixture was heated to 200° C. under argon for 18 hours, cooled dissolved in ethyl acetate (200 ml), washed with dilute aqueous hydrochloric acid (2×100 ml) and brine (2×50 ml) and then dried. Volatile material was removed by evaporation a... The reagents and catalysts are [Cu]Cl (Copper (I) chloride). Run in N1=CC=CC2=CC=CC=C12 (quinoline), N1=CC=CC=C1 (pyridine), C(C)(=O)OCC (ethyl acetate). Run at temperature 200 celsius. The product is ClC1=C(C=CC(=C1)SCC)NC([C@@](C(F)(F)F)(C)O)=O ((R)-N-[2-Chloro-4-(ethylsulphanyl)phenyl]-2-hydroxy-2-methyl-3,3,3-trifluoropropanamide). Starting materials: COC1=C2C(NC(=NC2=CC(=C1)OC)C1=CC=C(C=C1)C1CCN(CC1)C(=O)OC(C)(C)C)=O (tert-butyl 4-(4-(5,7-dimethoxy-4-oxo-3,4-dihydroquinazolin-2-yl)phenyl)piperidine-1-carboxylate), Cl (HCl). Solvent: O1CCOCC1 (1,4-dioxane), O1CCOCC1 (1,4-dioxane). Run at time 5 hour. Yields the product COC1=C2C(NC(=NC2=CC(=C1)OC)C1=CC=C(C=C1)C1CCNCC1)=O (5,7-dimethoxy-2-(4-(piperidin-4-yl)phenyl)quinazolin-4(3H)-one). RXN SMILES: [CH3:1][O:2][C:3]1[CH:12]=[C:11]([O:13][CH3:14])[CH:10]=[C:9]2[C:4]=1[C:5](=[O:34])[NH:6][C:7]([C:15]1[CH:20]=[CH:19][C:18]([CH:21]3[CH2:26][CH2:25][N:24](C(OC(C)(C)C)=O)[CH2:23][CH2:22]3)=[CH:17][CH:16]=1)=[N:8]2.Cl>O1CCOCC1>[CH3:1][O:2][C:3]1[CH:12]=[C:11]([O:13][CH3:14])[CH:10]=[C:9]2[C:4]=1[C:5](=[O:34])[NH:6][C:7]([C:15]1[CH:16]=[CH:17][C:18]([CH:21]3[CH2:26][CH2:25][NH:24][CH2:23][CH2:22]3)=[CH:19][CH:20]=1)=[N:8]2. Procedure: To a solution of tert-butyl 4-(4-(5,7-dimethoxy-4-oxo-3,4-dihydroquinazolin-2-yl)phenyl)piperidine-1-carboxylate (11) (0.45 mmol) in 1,4-dioxane (2 mL) was added 4 M HCl in 1,4-dioxane (1 mL). The resulting solution was stirred at room temperature for 5 hours. Then, the mixture was concentrated in vacuo and the resulting material was purified by flash chromatography on silica gel to afford compound 5,7-dimethoxy-2-(4-(piperidin-4-yl)phenyl)quinazolin-4(3H)-one (12). The reactants are C(C)(C)(C)OC(CN1C([C@@H](NCC1)CC(=O)OC)=O)=O ((S)-(3-methoxycarbonylmethyl-2-oxo-piperazin-1-yl)acetic acid tert-butyl ester), C1(CCC(=O)O1)=O (succinic anhydride). Run in CN(C=O)C (dimethylformamide). Conditions: time 5 hour. Product: C(C)(C)(C)OC(=O)CN1C([C@](N(CC1)C(CCC(=O)O)=O)(C(=O)OC)C)=O ((S)-4-(4-tert-Butoxycarbonylmethyl-2-methoxycarbonyl-methyl-3-oxopiperazin-1-yl)-4-oxobutanoic Acid). Yield: 192.7%. RXN SMILES: [C:1]([O:5][C:6](=[O:20])[CH2:7][N:8]1[CH2:13][CH2:12][NH:11][C@@H:10]([CH2:14]C(OC)=O)[C:9]1=[O:19])([CH3:4])([CH3:3])[CH3:2].[C:21]1(=[O:27])[O:26][C:24](=[O:25])[CH2:23][CH2:22]1>CN(C)C=O>[C:1]([O:5][C:6]([CH2:7][N:8]1[CH2:13][CH2:12][N:11]([C:24](=[O:25])[CH2:23][CH2:22][C:21]([OH:26])=[O:27])[C@:10]([CH3:14])([C:6]([O:5][CH3:1])=[O:20])[C:9]1=[O:19])=[O:20])([CH3:2])([CH3:3])[CH3:4]. Procedure details: A mixture of (S)-(3-methoxycarbonylmethyl-2-oxo-piperazin-1-yl)acetic acid tert-butyl ester (1.0 g) and succinic anhydride (0.7 g) in dimethylformamide (15 ml) was stirred for 5 hours at room temperature. The reaction mixture was concentrated under reduced pressure. The concentrate was dissolved in water (10 ml) and purified by means of CHP-20 column chromatography (H2O→30% acetonitrile aqueous solution) to give the titled compound (1.3 g) as a colorless oily product. Reactants: [OH-].[Na+] (sodium hydroxide), OC1=C(C=NC2=CC=CN=C12)C(=O)OCC (ethyl 4-hydroxy-1,5-naphthyridine-3-carboxylate). Run in O (water). Reaction conditions: temperature 25 celsius. Yields the product OC1=C(C=NC2=CC=CN=C12)C(=O)O (4-hydroxy-1,5-naphthyridine-3-carboxylic acid). Isolated yield 64.0%. As a reaction SMILES: [OH-].[Na+].[OH:3][C:4]1[C:13]2[C:8](=[CH:9][CH:10]=[CH:11][N:12]=2)[N:7]=[CH:6][C:5]=1[C:14]([O:16]CC)=[O:15]>O>[OH:3][C:4]1[C:13]2[C:8](=[CH:9][CH:10]=[CH:11][N:12]=2)[N:7]=[CH:6][C:5]=1[C:14]([OH:16])=[O:15] |f:0.1|. Reported procedure: To a solution of 8.0 g. (0.2 mol.) of sodium hydroxide in 200 ml. of water is added 20.0 g. (0.0917 mol.) of ethyl 4-hydroxy-1,5-naphthyridine-3-carboxylate. The mixture is heated under reflux for 6 hours, and then the hot solution is treated with decolorizingcharcoal and then filtered hot. The filtrate is cooled to 25° C. andacidified to pH 3 with 6N hydrochloric acid. The mixture is then cooled in an ice-bath for 15 minutes and the precipitate is removed by filtration. The solid obtained is wa... Starting materials: ClC=1C=C2C=CN(C(C2=CC1Cl)=O)[C@H](C(=O)O)CC ((S)-2-(6,7-dichloro-1-oxo-1H-isoquinolin-2-yl)-butyric acid), ClC1=CC(=C(C(=O)O)C=C1Cl)C=O (4,5-dichloro-2-formyl-benzoic acid), C(C)(C)(C)OC(C[C@@H](C(COC1=C(C(=CC(=C1F)F)F)F)O)N)=O ((3S)-3-amino-4-hydroxy-5-(2,3,5,6-tetrafluoro-phenoxy)-pentanoic acid tert-butyl ester). Product: ClC=1C=C2C=CN(C(C2=CC1Cl)=O)[C@H](C(=O)N[C@@H](CC(=O)O)C(COC1=C(C(=CC(=C1F)F)F)F)=O)CC ((S,S)-3-[2-(6,7-dichloro-1-oxo-1H-isoquinolin-2-yl)-butyrylamino]-4-oxo-5-(2,3,5,6-tetrafluoro-phenoxy)-pentanoic acid). As a reaction SMILES: [Cl:1][C:2]1[CH:3]=[C:4]2[C:9](=[CH:10][C:11]=1[Cl:12])[C:8](=[O:13])[N:7]([C@@H:14]([CH2:18][CH3:19])[C:15]([OH:17])=O)[CH:6]=[CH:5]2.ClC1C(Cl)=CC(C(O)=O)=C(C=O)C=1.C([O:37][C:38](=[O:56])[CH2:39][C@H:40]([NH2:55])[CH:41]([OH:54])[CH2:42][O:43][C:44]1[C:49]([F:50])=[C:48]([F:51])[CH:47]=[C:46]([F:52])[C:45]=1[F:53])(C)(C)C>>[Cl:1][C:2]1[CH:3]=[C:4]2[C:9](=[CH:10][C:11]=1[Cl:12])[C:8](=[O:13])[N:7]([C@@H:14]([CH2:18][CH3:19])[C:15]([NH:55][C@H:40]([C:41](=[O:54])[CH2:42][O:43][C:44]1[C:49]([F:50])=[C:48]([F:51])[CH:47]=[C:46]([F:52])[C:45]=1[F:53])[CH2:39][C:38]([OH:56])=[O:37])=[O:17])[CH:6]=[CH:5]2. Procedure: This compound was prepared using (S)-2-(6,7-dichloro-1-oxo-1H-isoquinolin-2-yl)-butyric acid (synthesized from 4,5-dichloro-2-formyl-benzoic acid [prepared as described in methods Q-S] using procedures similar to those described in methods A-E) and (3S)-3-amino-4-hydroxy-5-(2,3,5,6-tetrafluoro-phenoxy)-pentanoic acid tert-butyl ester (prepared as described in methods N-P) using procedures similar to those described in methods F, G and E. The title compound was isolated as a white solid (94% last... The reactants are CC(C)Br, CN(C)C=O, O=C(c1ccc2[nH]c(C(=O)N3CCOCC3)cc2c1)N1CCN(C2CCCC2)CC1, [H-], [Na+]. Product: CC(C)n1c(C(=O)N2CCOCC2)cc2cc(C(=O)N3CCN(C4CCCC4)CC3)ccc21. As a reaction SMILES: [Br:33][CH:34]([CH3:35])[CH3:36].[CH3:37][N:38]([CH3:39])[CH:40]=[O:41].[CH:1]1([N:6]2[CH2:7][CH2:8][N:9]([C:12](=[O:13])[c:14]3[cH:15][c:16]4[cH:17][c:18]([C:23](=[O:24])[N:25]5[CH2:26][CH2:27][O:28][CH2:29][CH2:30]5)[nH:19][c:20]4[cH:21][cH:22]3)[CH2:10][CH2:11]2)[CH2:2][CH2:3][CH2:4][CH2:5]1.[H-:31].[Na+:32]>>[CH:1]1([N:6]2[CH2:7][CH2:8][N:9]([C:12](=[O:13])[c:14]3[cH:15][c:16]4[cH:17][c:18]([C:23](=[O:24])[N:25]5[CH2:26][CH2:27][O:28][CH2:29][CH2:30]5)[n:19]([CH:34]([CH3:35])[CH3:36])[c:20]4[cH:21][cH:22]3)[CH2:10][CH2:11]2)[CH2:2][CH2:3][CH2:4][CH2:5]1. Starting materials: OCC(=O)C1=CC=CC=C1 (2-hydroxyacetophenone), N1=CC(=CC=C1)C=O (3-pyridine-carboxaldehyde), O([Na])C (NaOCH3). Solvent: C1CCOC1 (THF). The product is C1(=CC=CC=C1)C=CC(=O)C1=CC=CC=C1 (chalcone). The yield is 57.0%. RXN SMILES: O[CH2:2][C:3]([C:5]1[CH:10]=[CH:9][CH:8]=[CH:7][CH:6]=1)=[O:4].N1[CH:16]=[CH:15][CH:14]=[C:13]([CH:17]=O)[CH:12]=1.O([CH3:21])[Na]>C1COCC1>[C:13]1([CH:17]=[CH:2][C:3]([C:5]2[CH:10]=[CH:9][CH:8]=[CH:7][CH:6]=2)=[O:4])[CH:14]=[CH:15][CH:16]=[CH:21][CH:12]=1. Procedure: 2.36 g (17.3 mmol) of 2-hydroxyacetophenone, 1.7 g of 3-pyridine-carboxaldehyde (15.9 mmol), and 9 ml of 25% wt NaOCH3 were reacted in 50 ml of dry THF to give 2.05 g (57%) of chalcone after purification. 1H NMR (300 MHz, CDCl3): δ 12.66 (s, 1H), 8.93 (d, J=1.8 Hz, 1H), 8.67 (d, d, J=1.5, 4.8 Hz, 1H), 8.03-8.00 (m, 1H), 7.92 (d, J=15.7 Hz, 1H), 7.91 (d, J=1.5 Hz, 1H), 7.76 (d, J=15.6 Hz, 1H), 7.58-7.52 (m, 1H), 7.43 (d, d, J=5.1, 8.1 Hz, 1H), 7.07 (d, d, J=0.9, 8.1 Hz, 1H), 6.99 (d, d, d, J=1.2,...